Dataset: the Open Reaction Database (ORD), a public repository of structured organic reaction records. Task: describe an organic reaction: reactants, conditions, products, and yield The reactants are BrC1=CC=C(C=C1)NC=O (N-(4-Bromo-phenyl)-formamide), B(F)(F)F.CCOCC (BF3.Et2O), [OH-].[Na+] (NaOH), Cl (HCl). The solvent is C1CCOC1 (THF), C1CCOC1 (THF). Reaction conditions: time 1 hour. Yields the product BrC1=CC=C(C=C1)NC ((4-Bromo-phenyl)-methyl-amine). Reaction SMILES: [Br:1][C:2]1[CH:7]=[CH:6][C:5]([NH:8][CH:9]=O)=[CH:4][CH:3]=1.B(F)(F)F.CCOCC.Cl.[OH-].[Na+]>C1COCC1>[Br:1][C:2]1[CH:7]=[CH:6][C:5]([NH:8][CH3:9])=[CH:4][CH:3]=1 |f:1.2,4.5|. Procedure details: To a solution of N-(4-Bromo-phenyl)-formamide D32a (8.2 g, 41 mmol) in dry THF (100 mL) was added BF3.Et2O (8.2 mL, 61 mmol). The mixture was heated to reflux and BH3. THF (103 mL, 103 mmol) added dropwise, the mixture was heated for a further 2 hours. After cooling to room temperature concentrated HCl (100 mL) was added and the mixture stirred for one hour. The pH of the mixture was adjusted to pH 13 using concentrated NaOH. Extraction with ether, drying over MgSO4 and evaporating to dryness ga... The reactants are CC1(CC2=CC=CC=C2C1)C(=O)O (2,3-dihydro-2-methyl-1H-indene-2-carboxylic acid), S(=O)(Cl)Cl (thionyl chloride). Product: CC1(CC2=CC=CC=C2C1)C(=O)Cl (2,3-Dihydro-2-methyl-1H-indene-2-carboxylic acid chloride). Reaction SMILES: [CH3:1][C:2]1([C:11]([OH:13])=O)[CH2:10][C:9]2[C:4](=[CH:5][CH:6]=[CH:7][CH:8]=2)[CH2:3]1.S(Cl)([Cl:16])=O>>[CH3:1][C:2]1([C:11]([Cl:16])=[O:13])[CH2:10][C:9]2[C:4](=[CH:5][CH:6]=[CH:7][CH:8]=2)[CH2:3]1. Reported procedure: A stirred mixture of 2,3-dihydro-2-methyl-1H-indene-2-carboxylic acid (6.70 g) and thionyl chloride (70 ml) is heated under reflux for 14 hr. The ecess of thionyl chloride is removed and the acid chloride is distilled. Yield 5.35 g, 72%, bp. 93°-98° C./3 mmHg. Starting materials: ClC1=NC=CC(=C1C)CN1CCN(CC1)C(C)=O (1-[4-(2-Chloro-3-methyl-pyridin-4-ylmethyl)-piperazin-1-yl]-ethanone), CC(C)(C)[O-].[Na+] (NaOtBu), C=1C=CC(=CC1)P(C=2C=CC=CC2)C3=CC=C4C=CC=CC4=C3C5=C6C=CC=CC6=CC=C5P(C=7C=CC=CC7)C=8C=CC=CC8 (BINAP), C(C1=CC=CC=C1)(C1=CC=CC=C1)=N (Benzophenone imine). Reagents/catalysts: C=1C=CC(=CC1)/C=C/C(=O)/C=C/C2=CC=CC=C2.C=1C=CC(=CC1)/C=C/C(=O)/C=C/C2=CC=CC=C2.C=1C=CC(=CC1)/C=C/C(=O)/C=C/C2=CC=CC=C2.[Pd].[Pd] (Pd2dba3). The solvent is C1(=CC=CC=C1)C (toluene), CCOCC (Et2O). Run at temperature 80 celsius, time 2 hour. Product: NC1=NC=CC(=C1C)CN1CCN(CC1)C(C)=O (1-[4-(2-Amino-3-methyl-pyridin-4-ylmethyl)-piperazin-1-yl]-ethanone). RXN SMILES: Cl[C:2]1[C:7]([CH3:8])=[C:6]([CH2:9][N:10]2[CH2:15][CH2:14][N:13]([C:16](=[O:18])[CH3:17])[CH2:12][CH2:11]2)[CH:5]=[CH:4][N:3]=1.CC([O-])(C)C.[Na+].C1C=CC(P(C2C(C3C(P(C4C=CC=CC=4)C4C=CC=CC=4)=CC=C4C=3C=CC=C4)=C3C(C=CC=C3)=CC=2)C2C=CC=CC=2)=CC=1.C(=[NH:84])(C1C=CC=CC=1)C1C=CC=CC=1>C1(C)C=CC=CC=1.CCOCC.C1C=CC(/C=C/C(/C=C/C2C=CC=CC=2)=O)=CC=1.C1C=CC(/C=C/C(/C=C/C2C=CC=CC=2)=O)=CC=1.C1C=CC(/C=C/C(/C=C/C2C=CC=CC=2)=O)=CC=1.[Pd].[Pd]>[NH2:84][C:2]1[C:7]([CH3:8])=[C:6]([CH2:9][N:10]2[CH2:15][CH2:14][N:13]([C:16](=[O:18])[CH3:17])[CH2:12][CH2:11]2)[CH:5]=[CH:4][N:3]=1 |f:1.2,7.8.9.10.11|. Reported procedure: 1-[4-(2-Chloro-3-methyl-pyridin-4-ylmethyl)-piperazin-1-yl]-ethanone (free base, 0.040 g, 0.15 mmol), NaOtBu (0.020 g, 0.21 mmol), BINAP (0.014 g, 0.020 mmol), and Pd2dba3 (0.0068 g, 0.0103 mmol) were stirred in 1 mL anhydrous toluene under N2. Benzophenone imine (0.030 mL, 0.18 mmol) was added and the reaction was heated to 80° C. After 3 h the reaction was cooled to RT, diluted with Et2O, filtered through celite, and concentrated in vacuo. To the residue was added 1:1 THF/1M HCl. The mixture w... Starting materials: CC(C(=O)O)C(O)c1ccc(C=O)cc1, Nc1cccc(-c2c(C(=O)c3ccccc3)cnc3c(C(F)(F)F)cccc23)c1. Product: CC(C(=O)O)C(O)c1ccc(CNc2cccc(-c3c(C(=O)c4ccccc4)cnc4c(C(F)(F)F)cccc34)c2)cc1. RXN SMILES: [CH:30](=[O:31])[c:32]1[cH:33][cH:34][c:35]([CH:38]([CH:39]([C:40](=[O:41])[OH:42])[CH3:43])[OH:44])[cH:36][cH:37]1.[NH2:1][c:2]1[cH:3][c:4](-[c:8]2[c:9]([C:22](=[O:23])[c:24]3[cH:25][cH:26][cH:27][cH:28][cH:29]3)[cH:10][n:11][c:12]3[c:13]([C:18]([F:19])([F:20])[F:21])[cH:14][cH:15][cH:16][c:17]23)[cH:5][cH:6][cH:7]1>>[NH:1]([c:2]1[cH:3][c:4](-[c:8]2[c:9]([C:22](=[O:23])[c:24]3[cH:25][cH:26][cH:27][cH:28][cH:29]3)[cH:10][n:11][c:12]3[c:13]([C:18]([F:19])([F:20])[F:21])[cH:14][cH:15][cH:16][c:17]23)[cH:5][cH:6][cH:7]1)[CH2:30][c:32]1[cH:33][cH:34][c:35]([CH:38]([CH:39]([C:40](=[O:41])[OH:42])[CH3:43])[OH:44])[cH:36][cH:37]1. Reactants: BrC1=CC=C2C=C(C(=C(C2=C1)C1=CC=C(C=C1)Cl)C(C(=O)OCC)OC(C)(C)C)C (ethyl 2-(7-bromo-1-(4-chlorophenyl)-3-methylnaphthalen-2-yl)-2-tert-butoxyacetate), 2.6u, CC#N.O (MeCN H2O), CB1OB(OB(O1)C)C (trimethylboroxine), C(=O)([O-])[O-].[K+].[K+] (K2CO3). Run in O (water), C(C)O (ethanol), C1(=CC=CC=C1)C (toluene). The product is C(C)(C)(C)OC(C(=O)O)C1=C(C2=CC(=CC=C2C=C1C)C)C1=CC=C(C=C1)Cl (2-tert-butoxy-2-(1-(4-chlorophenyl)-3,7-dimethylnaphthalen-2-yl)acetic acid). RXN SMILES: Br[C:2]1[CH:11]=[C:10]2[C:5]([CH:6]=[C:7]([CH3:30])[C:8]([CH:19]([O:25][C:26]([CH3:29])([CH3:28])[CH3:27])[C:20]([O:22]CC)=[O:21])=[C:9]2[C:12]2[CH:17]=[CH:16][C:15]([Cl:18])=[CH:14][CH:13]=2)=[CH:4][CH:3]=1.[CH3:31]B1OB(C)OB(C)O1.C([O-])([O-])=O.[K+].[K+].CC#N.O>C1(C)C=CC=CC=1.C(O)C.O>[C:26]([O:25][CH:19]([C:8]1[C:7]([CH3:30])=[CH:6][C:5]2[C:10](=[CH:11][C:2]([CH3:31])=[CH:3][CH:4]=2)[C:9]=1[C:12]1[CH:17]=[CH:16][C:15]([Cl:18])=[CH:14][CH:13]=1)[C:20]([OH:22])=[O:21])([CH3:27])([CH3:29])[CH3:28] |f:2.3.4,5.6|. Procedure details: 2-tert-Butoxy-2-(1-(4-chlorophenyl)-3,7-dimethylnaphthalen-2-yl)acetic acid (78) was prepared by the method of Example 67 from ethyl 2-(7-bromo-1-(4-chlorophenyl)-3-methylnaphthalen-2-yl)-2-tert-butoxyacetate using trimethylboroxine and K2CO3 instead of triethylamine, and toluene, ethanol, water as a solvent mixture. 1H-NMR: 400 MHz, (CD3OD) δ: 7.65 (d, J=8 Hz, 1H), 7.61 (s, 1H), 7.53 (m, 3H), 7.27 (m, 2H), 6.98 (s, 1H), 5.15 (s, 1H), 2.56 (s, 3H), 2.30 (s, 3H), 0.96 (s, 9H). HPLC (Kinetex 2.6u,...